Task: describe an organic reaction: reactants, conditions, products, and yield. Dataset: the Open Reaction Database (ORD), a public repository of structured organic reaction records The reactants are CC(Cl)c1cccnc1, CS(=O)(=O)N(CCc1ccccc1)CC(=O)O. Reagents/catalysts: O=C([O-])[O-].[Cs+].[Cs+] (cesium carbonate), [I-].[K+] (potassium iodide). Run in CN(C)C=O (DMF), CN(C)C=O (dmf), CN(C)C=O (DMF). Reaction conditions: temperature 70 celsius, time 16 hour. Product: CC(OC(=O)CN(CCc1ccccc1)S(C)(=O)=O)c1cccnc1. Reactants: NC=1C=C2C(=C(C=NC2=CC1)C#N)NC1=CC(=CC=C1)C#C (6-amino-4-[(3-ethynylphenyl)amino)-3-quinolinecarbonitrile), N1(CCCCC1)CC#CC(=O)O (4-piperidino-2-butynoic acid), CN1CCOCC1 (N-methylmorpholine), ClC(=O)OCC(C)C (isobutyl chloroformate), C([O-])(O)=O.[Na+] (sodium bicarbonate). Run in C1CCOC1 (THF), N1=CC=CC=C1 (pyridine). Reaction conditions: time 0.5 hour. The product is C(#N)C=1C=NC2=CC=C(C=C2C1NC1=CC(=CC=C1)C#C)NC(C#CCN1CCCCC1)=O (N-{3-cyano-4-[(3-ethynylphenyl)amino]-6-quinolinyl}-4piperidino-2-butynamide). The yield is 60.1%. As a reaction SMILES: [N:1]1([CH2:7][C:8]#[C:9][C:10]([OH:12])=O)[CH2:6][CH2:5][CH2:4][CH2:3][CH2:2]1.CN1CCOCC1.ClC(OCC(C)C)=O.[NH2:28][C:29]1[CH:30]=[C:31]2[C:36](=[CH:37][CH:38]=1)[N:35]=[CH:34][C:33]([C:39]#[N:40])=[C:32]2[NH:41][C:42]1[CH:47]=[CH:46][CH:45]=[C:44]([C:48]#[CH:49])[CH:43]=1.C(=O)(O)[O-].[Na+]>C1COCC1.N1C=CC=CC=1>[C:39]([C:33]1[CH:34]=[N:35][C:36]2[C:31]([C:32]=1[NH:41][C:42]1[CH:47]=[CH:46][CH:45]=[C:44]([C:48]#[CH:49])[CH:43]=1)=[CH:30][C:29]([NH:28][C:10](=[O:12])[C:9]#[C:8][CH2:7][N:1]1[CH2:2][CH2:3][CH2:4][CH2:5][CH2:6]1)=[CH:38][CH:37]=2)#[N:40] |f:4.5|. Procedure details: Partially dissolved 1.03 g (6.16 mmol) 4-piperidino-2-butynoic acid in 70 ml THF and chilled to 0° under N2. Added 812 μl (7.38 mmol) N-methylmorpholine and 640 μl (4.92 mmol) isobutyl chloroformate. After 0.5 hour stirring, added a solution of 700 mg (2.46 mmol) 6-amino-4-[(3-ethynylphenyl)amino)-3-quinolinecarbonitrile dissolved in 5 ml pyridine. At I hours poured onto ice bath and made basic with a saturated solution of sodium bicarbonate. Extracted with ethyl acetate, dried organics with sod... Reactants: NCC=1C=C(C=CC1)N(C(C)=O)[C@@H]1C[C@@H](N(C2=CC=CC=C12)C(C1=CC=C(C=C1)OC)=O)C (N-[3-(aminomethyl)phenyl]-N-[(2S,4R)-1-(4-methoxybenzoyl)-2-methyl-1,2,3,4-tetrahydroquinolin-4-yl]acetamide), C=1C=CC2=C(C1)N=NN2O (HOBt), C(CO)(=O)O (glycolic acid), CCN=C=NCCCN(C)C (EDCI). Product: C(CO)(=O)NCC=1C=C(C=CC1)N(C(C)=O)[C@@H]1C[C@@H](N(C2=CC=CC=C12)C(C1=CC=C(C=C1)OC)=O)C (N-{3-[(glycoloylamino)methyl]phenyl}-N-[(2S,4R)-1-(4-methoxybenzoyl)-2-methyl-1,2,3,4-tetrahydroquinolin-4-yl]acetamide). As a reaction SMILES: [NH2:1][CH2:2][C:3]1[CH:4]=[C:5]([N:9]([C@H:13]2[C:22]3[C:17](=[CH:18][CH:19]=[CH:20][CH:21]=3)[N:16]([C:23](=[O:32])[C:24]3[CH:29]=[CH:28][C:27]([O:30][CH3:31])=[CH:26][CH:25]=3)[C@@H:15]([CH3:33])[CH2:14]2)[C:10](=[O:12])[CH3:11])[CH:6]=[CH:7][CH:8]=1.[C:34](O)(=[O:37])[CH2:35][OH:36].CCN=C=NCCCN(C)C.C1C=CC2N(O)N=NC=2C=1>>[C:35]([NH:1][CH2:2][C:3]1[CH:4]=[C:5]([N:9]([C@H:13]2[C:22]3[C:17](=[CH:18][CH:19]=[CH:20][CH:21]=3)[N:16]([C:23](=[O:32])[C:24]3[CH:25]=[CH:26][C:27]([O:30][CH3:31])=[CH:28][CH:29]=3)[C@@H:15]([CH3:33])[CH2:14]2)[C:10](=[O:12])[CH3:11])[CH:6]=[CH:7][CH:8]=1)(=[O:36])[CH2:34][OH:37]. Procedure: N-[3-(aminomethyl)phenyl]-N-[(2S,4R)-1-(4-methoxybenzoyl)-2-methyl-1,2,3,4-tetrahydroquinolin-4-yl]acetamide was then further coupled with glycolic acid using coupling reagent such as EDCI with HOBt to afford N-{3-[(glycoloylamino)methyl]phenyl}-N-[(2S,4R)-1-(4-methoxybenzoyl)-2-methyl-1,2,3,4-tetrahydroquinolin-4-yl]acetamide